This data is from the Open Reaction Database (ORD), a public repository of structured organic reaction records. The task is: describe an organic reaction: reactants, conditions, products, and yield Reactants: NC=1C(=NC(=CC1C)C)NC1=CC=C(C=C1)CCO (2-{4-[(3-Amino-4,6-dimethyl-2-pyridinyl)amino]phenyl}ethanol), C(C)(C)(C)CC(=O)Cl (tert-butylacetyl chloride). Yields the product CC(CC(=O)OCCC1=CC=C(C=C1)N1C(=NC=2C1=NC(=CC2C)C)CC(C)(C)C)(C)C (2-[4-(2-Neopentyl-5,7-dimethyl-3H-imidazo[4,5-b]pyridin-3-yl)phenyl]ethyl 3,3-dimethylbutanoate). As a reaction SMILES: [NH2:1][C:2]1[C:3]([NH:10][C:11]2[CH:16]=[CH:15][C:14]([CH2:17][CH2:18][OH:19])=[CH:13][CH:12]=2)=[N:4][C:5]([CH3:9])=[CH:6][C:7]=1[CH3:8].[C:20]([CH2:24][C:25](Cl)=[O:26])([CH3:23])([CH3:22])[CH3:21]>>[CH3:21][C:20]([CH3:23])([CH3:22])[CH2:24][C:25]([O:19][CH2:18][CH2:17][C:14]1[CH:15]=[CH:16][C:11]([N:10]2[C:3]3=[N:4][C:5]([CH3:9])=[CH:6][C:7]([CH3:8])=[C:2]3[N:1]=[C:25]2[CH2:24][C:20]([CH3:23])([CH3:22])[CH3:21])=[CH:12][CH:13]=1)=[O:26]. Reported procedure: The title compound was prepared according to the procedure described in step 5 of Example 1 from 2-{4-[(3-amino-4,6-dimethyl-2-pyridinyl)amino]phenyl}ethanol (step 4 of Example 1) and tert-butylacetyl chloride. The reactants are FC1=CC=C(C=C1)CC(=O)O (4-fluorophenylacetic acid), C(C1=CC=CC=C1)(=O)OOC(C1=CC=CC=C1)=O (benzoyl peroxide), BrN1C(CCC1=O)=O (N-bromosuccinimide). Run in C(Cl)(Cl)(Cl)Cl (carbon tetrachloride). Product: BrC(C(=O)O)C1=CC=C(C=C1)F (α-Bromo-(4-fluorophenyl)acetic acid). RXN SMILES: [F:1][C:2]1[CH:7]=[CH:6][C:5]([CH2:8][C:9]([OH:11])=[O:10])=[CH:4][CH:3]=1.C(OOC(=O)C1C=CC=CC=1)(=O)C1C=CC=CC=1.[Br:30]N1C(=O)CCC1=O>C(Cl)(Cl)(Cl)Cl>[Br:30][CH:8]([C:5]1[CH:4]=[CH:3][C:2]([F:1])=[CH:7][CH:6]=1)[C:9]([OH:11])=[O:10]. Procedure: The 4-fluorophenylacetic acid (20 g, 0.13 mol), benzoyl peroxide (130 mg, 0.540 mmol), and N-bromosuccinimide (23.1 g, 0.130 mol) were combined in 500 ml carbon tetrachloride under N2 and refluxed under UV irradiation (GE sunlamp) for 5 hours. The reaction was cooled to RT and the succinimide filtered away. The carbon tetrachloride was removed in vacuo and the remaining oil recrystallized from hexanes yielding 26.2 g (87%) of product as a light yellow solid. EA, MS(FD). Reactants: IC=1C=C(C=CC1)CN1C2=CC=CC(=C2C=2C(=CC=CC12)O)C(=O)OC (9-[(3-iodophenyl)methyl]-4-hydroxy-5-carbomethoxy carbazole), [OH-].[NH4+] (ammonium hydroxide), Cl (HCl). The solvent is C(C)(=O)OCC (ethyl acetate), C1CCOC1 (THF). Product: IC=1C=C(C=CC1)CN1C2=CC=CC(=C2C=2C(=CC=CC12)O)C(N)=O (9-[(3-iodophenyl)methyl]-4-hydroxy-5-carbamoyl carbazole). Isolated yield 37.0%. As a reaction SMILES: [I:1][C:2]1[CH:3]=[C:4]([CH2:8][N:9]2[C:21]3[CH:20]=[CH:19][CH:18]=[C:17]([OH:22])[C:16]=3[C:15]3[C:10]2=[CH:11][CH:12]=[CH:13][C:14]=3[C:23]([O:25]C)=O)[CH:5]=[CH:6][CH:7]=1.Cl.[OH-].[NH4+:29]>C1COCC1.C(OCC)(=O)C>[I:1][C:2]1[CH:3]=[C:4]([CH2:8][N:9]2[C:21]3[CH:20]=[CH:19][CH:18]=[C:17]([OH:22])[C:16]=3[C:15]3[C:10]2=[CH:11][CH:12]=[CH:13][C:14]=3[C:23](=[O:25])[NH2:29])[CH:5]=[CH:6][CH:7]=1 |f:2.3|. Procedure details: A solution of the 9-[(3-iodophenyl)methyl]-4-hydroxy-5-carbomethoxy carbazole (170 mg, 0.37 mM) in 10 mL THF and 30 mL concentrated aqueous ammonium hydroxide was stirred vigorously at room temperature for 120 hours. The mixture was diluted with ethyl acetate and acidified to pH 2 with 5 N HCl. The aqueous layer was extracted twice with ethyl acetate. The combined organic extracts were washed with saturated brine, dried over magnesium sulfate, filtered, and concentrated. The residue was purified...